Dataset: the Open Reaction Database (ORD), a public repository of structured organic reaction records. Task: describe an organic reaction: reactants, conditions, products, and yield Reactants: CC1(OC2=CC=C(C=C2CC1)C(C(C1=CC(=C(C(=C1)OC)OC)OC)OS(=O)(=O)C1=CC=C(C=C1)C)=O)C (toluene-4-sulfonic acid 2-(2,2-dimethyl-chroman-6-yl)-2-oxo-1-(3,4,5-trimethoxy-phenyl)-ethyl ester), [F-].[K+] (KF). The solvent is O (water), C(C)#N (ACN). Conditions: temperature 90 celsius, time 15 minute. Product: CC1(OC2=CC=C(C=C2CC1)C(C(C1=CC(=C(C(=C1)OC)OC)OC)F)=O)C (1-(2,2-dimethyl-chroman-6-yl)-2-fluoro-2-(3,4,5-trimethoxy-phenyl)-ethanone). RXN SMILES: [CH3:1][C:2]1([CH3:38])[CH2:11][CH2:10][C:9]2[C:4](=[CH:5][CH:6]=[C:7]([C:12](=[O:37])[CH:13](OS(C3C=CC(C)=CC=3)(=O)=O)[C:14]3[CH:19]=[C:18]([O:20][CH3:21])[C:17]([O:22][CH3:23])=[C:16]([O:24][CH3:25])[CH:15]=3)[CH:8]=2)[O:3]1.[F-:39].[K+]>C(#N)C.O>[CH3:1][C:2]1([CH3:38])[CH2:11][CH2:10][C:9]2[C:4](=[CH:5][CH:6]=[C:7]([C:12](=[O:37])[CH:13]([F:39])[C:14]3[CH:19]=[C:18]([O:20][CH3:21])[C:17]([O:22][CH3:23])=[C:16]([O:24][CH3:25])[CH:15]=3)[CH:8]=2)[O:3]1 |f:1.2|. Procedure details: To a solution of toluene-4-sulfonic acid 2-(2,2-dimethyl-chroman-6-yl)-2-oxo-1-(3,4,5-trimethoxy-phenyl)-ethyl ester (21.6 mg, 0.04 mmol) in anhydrous ACN (0.5 mL) is added KF (4.72 mg, 0.08 mmol) and Kryptofix (30.6 mg, 0.08 mmol). After completion of addition the reaction mixture is heated to 90° C. After 15 minutes, the reaction mixture is cooled down to room temperature and diluted with water. The aqueous layer is separated and extracted with ethyl acetate (3×). All combined organic layers a... The reactants are ClC1=C(C=CC=2OC(=C(N2)CO)C)C=CC=C1 (2-(2-Chlorostyryl)-4-hydroxymethyl-5-methyloxazole), S(=O)(Cl)Cl (thionyl chloride). The product is ClCC=1N=C(OC1C)C=CC1=C(C=CC=C1)Cl (4-chloromethyl-2-(2-chlorostyryl)-5-methyloxazole). Reaction SMILES: [Cl:1][C:2]1[CH:17]=[CH:16][CH:15]=[CH:14][C:3]=1[CH:4]=[CH:5][C:6]1[O:7][C:8]([CH3:13])=[C:9]([CH2:11]O)[N:10]=1.S(Cl)([Cl:20])=O>>[Cl:20][CH2:11][C:9]1[N:10]=[C:6]([CH:5]=[CH:4][C:3]2[CH:14]=[CH:15][CH:16]=[CH:17][C:2]=2[Cl:1])[O:7][C:8]=1[CH3:13]. Procedure details: 2-(2-Chlorostyryl)-4-hydroxymethyl-5-methyloxazole (3.6 g) was added portionwise to thionyl chloride (18 ml) with ice-cooling and stirring. The mixture was stirred at room temperature for 20 minutes and the thionyl chloride was distilled off. To the residue was added aqueous sodium hydrogen carbonate and the mixture was extracted with ethyl acetate. The ethyl acetate layer was washed with water and dried over anhydrous magnesium sulfate. The solvent was then distilled off to give 4-chloromethyl-... The reactants are FC=1C=C(C=CC1)NC(=O)C=1NC(=CC1)C1=NNC2=CC=C(C=C12)C(F)(F)F (5-(5-Trifluoromethyl-1H-indazol-3-yl)-1H-pyrrole-2-carboxylic acid (3-fluoro-phenyl)-amide), FC1=C(C(=O)Cl)C(=CC=C1)F (2,6-difluro-benzoyl chloride), [Sn](Cl)(Cl)(Cl)Cl (tin (IV) chloride). Solvent: O (water), C(C)(=O)OCC (ethyl acetate), C1=CC=CC=C1 (benzene). Conditions: time 8 hour. The product is FC=1C=C(C=CC1)NC(=O)C=1NC(=CC1)C(C1=C(C=CC=C1F)F)=O (5-(2,6-difluro-benzoyl)-1H-pyrrole-2-carboxylic acid (3-fluoro-phenyl)-amide). Isolated yield 12.2%. RXN SMILES: [F:1][C:2]1[CH:3]=[C:4]([NH:8][C:9]([C:11]2[NH:12][C:13](C3C4C(=CC=C(C(F)(F)F)C=4)NN=3)=[CH:14][CH:15]=2)=[O:10])[CH:5]=[CH:6][CH:7]=1.[F:29][C:30]1[CH:38]=[CH:37][CH:36]=[C:35]([F:39])[C:31]=1[C:32](Cl)=[O:33].[Sn](Cl)(Cl)(Cl)Cl>C1C=CC=CC=1.O.C(OCC)(=O)C>[F:1][C:2]1[CH:3]=[C:4]([NH:8][C:9]([C:11]2[NH:12][C:13]([C:32](=[O:33])[C:31]3[C:30]([F:29])=[CH:38][CH:37]=[CH:36][C:35]=3[F:39])=[CH:14][CH:15]=2)=[O:10])[CH:5]=[CH:6][CH:7]=1. Procedure: To a mixture of 1H-pyrrole-2-carboxylic acid (3-fluoro-phenyl)-amide (1 g, 4.9 mmol) (Example 55) and 2,6-difluro-benzoyl chloride 1.5 g, 8.8 mmol) (Aldrich, Milwaukee, Wis.) in benzene (10 mL) at room temperature was added a solution of tin (IV) chloride (1 mL, 2.26 g, 8.6 mmol). After stirring at room temperature for overnight, the reaction was diluted with water and ethyl acetate. The organic layer was washed with 2N NaOH, dried and purified on a silica gel column to give 205 mg of 5-(2,6-dif... Reactants: [H][H] (hydrogen), C(CN)N (ethylene diamine), C(C)C(C(=O)[O-])=CC1=CC(=C(C=C1)OC)CC(NC1=C(C=C(C=C1)Cl)Cl)=O (2-ethyl-3-(4-methoxy-3-{2-oxo-2-[2,4-dichloroanilino]ethyl}phenyl)-2-propenoate). The reagents and catalysts are [C].[Pd] (palladium-carbon). Run in C(C)(=O)OCC (ethyl acetate), C(C)O (ethanol). The product is COC1=C(C=C(CC(C(=O)OCC)CC)C=C1)CC(NC1=C(C=C(C=C1)Cl)Cl)=O (ethyl 2-(4-methoxy-3-{2-oxo-2-[2,4-dichloroanilino]ethyl}benzyl)butanoate). As a reaction SMILES: [CH2:1]([C:3](=[CH:7][C:8]1[CH:13]=[CH:12][C:11]([O:14][CH3:15])=[C:10]([CH2:16][C:17](=[O:27])[NH:18][C:19]2[CH:24]=[CH:23][C:22]([Cl:25])=[CH:21][C:20]=2[Cl:26])[CH:9]=1)[C:4]([O-:6])=[O:5])[CH3:2].[CH2:28](N)[CH2:29]N.[H][H]>C(O)C.C(OCC)(=O)C.[C].[Pd]>[CH3:15][O:14][C:11]1[CH:12]=[CH:13][C:8]([CH2:7][CH:3]([CH2:1][CH3:2])[C:4]([O:6][CH2:28][CH3:29])=[O:5])=[CH:9][C:10]=1[CH2:16][C:17](=[O:27])[NH:18][C:19]1[CH:24]=[CH:23][C:22]([Cl:25])=[CH:21][C:20]=1[Cl:26] |f:5.6|. Reported procedure: 0.9 g of 2-ethyl-3-(4-methoxy-3-{2-oxo-2-[2,4-dichloroanilino]ethyl}phenyl)-2-propenoate was dissolved in 15 ml ethanol and 15 ml ethyl acetate, and 0.6 g of palladium-carbon poisoned with ethylene diamine was added. The reaction solution was stirred at room temperature for 5 hours in a hydrogen atmosphere, and then the palladium-carbon was filtered off, and the solvent was evaporated. The residue was purified by silica gel column chromatography, to give 0.44 g of ethyl 2-(4-methoxy-3-{2-oxo-2-[... Reactants: C(C)(C)(C)OC(=O)C1NC(C(C1C1=C(C(=CC=C1)Cl)F)(C#N)C1=CC=C(C=C1)Cl)CC(C)(C)C (rac-(2R,3S,4R,5S)-3-(3-chloro-2-fluoro-phenyl)-4-(4-chloro-phenyl)-4-cyano-5-(2,2-dimethyl-propyl)-pyrrolidine-2-carboxylic acid tert-butyl ester), FC(C(=O)O)(F)F (trifluoroacetic acid). Run in ClCCl (dichloromethane). Yields the product FC(C(=O)O)(F)F.ClC=1C(=C(C=CC1)C1C(NC(C1(C#N)C1=CC=C(C=C1)Cl)CC(C)(C)C)C(=O)O)F (rac-(2R,3S,4R,5S)-3-(3-chloro-2-fluoro-phenyl)-4-(4-chloro-phenyl)-4-cyano-5-(2,2-dimethyl-propyl)-pyrrolidine-2-carboxylic acid trifluoroacetic acid). The yield is 100.0%. Reaction SMILES: C([O:5][C:6]([CH:8]1[CH:12]([C:13]2[CH:18]=[CH:17][CH:16]=[C:15]([Cl:19])[C:14]=2[F:20])[C:11]([C:23]2[CH:28]=[CH:27][C:26]([Cl:29])=[CH:25][CH:24]=2)([C:21]#[N:22])[CH:10]([CH2:30][C:31]([CH3:34])([CH3:33])[CH3:32])[NH:9]1)=[O:7])(C)(C)C.[F:35][C:36]([F:41])([F:40])[C:37]([OH:39])=[O:38]>ClCCl>[F:35][C:36]([F:41])([F:40])[C:37]([OH:39])=[O:38].[Cl:19][C:15]1[C:14]([F:20])=[C:13]([CH:12]2[C:11]([C:23]3[CH:28]=[CH:27][C:26]([Cl:29])=[CH:25][CH:24]=3)([C:21]#[N:22])[CH:10]([CH2:30][C:31]([CH3:34])([CH3:32])[CH3:33])[NH:9][CH:8]2[C:6]([OH:7])=[O:5])[CH:18]=[CH:17][CH:16]=1 |f:3.4|. Reported procedure: In a manner similar to the method described in Example 25a, rac-(2R,3S,4R,5S)-3-(3-chloro-2-fluoro-phenyl)-4-(4-chloro-phenyl)-4-cyano-5-(2,2-dimethyl-propyl)-pyrrolidine-2-carboxylic acid tert-butyl ester prepared in Example 26b (0.8 g, 1.6 mmol) was reacted with trifluoroacetic acid in dichloromethane at room temperature to give rac-(2R,3S,4R,5S)-3-(3-chloro-2-fluoro-phenyl)-4-(4-chloro-phenyl)-4-cyano-5-(2,2-dimethyl-propyl)-pyrrolidine-2-carboxylic acid trifluoroacetic acid as a white solid ...